This data is from the Open Reaction Database (ORD), a public repository of structured organic reaction records. The task is: describe an organic reaction: reactants, conditions, products, and yield RXN SMILES: [CH3:1][NH2:2].[N:3]1[CH:8]=[CH:7][CH:6]=[CH:5][C:4]=1[CH:9]=O>C1C=CC=CC=1>[CH3:1][NH:2][CH2:9][C:4]1[CH:5]=[CH:6][CH:7]=[CH:8][N:3]=1. Product: CNCC1=NC=CC=C1 (2-(methylaminomethyl) pyridine). Starting materials: CN (Methylamine), N1=C(C=CC=C1)C=O (2-pyridinecarboxaldehyde). Run at time 8 hour. Run in C1=CC=CC=C1 (benzene). Isolated yield 85.0%. Procedure details: Methylamine gas was bubbled through the benzene solution(60 ml) of 10.7 g(100 mmol) of 2-pyridinecarboxaldehyde for 2 hours. Benzene was distilled off under a reduced pressure and the residue was taken up in 40 ml of ethanol. To the resulting solution was added 5.7 g of NaBH4 in three portions and the resulting mixture was stirred at room temperature for 8 hours. To the reaction mixture was added 0.5N hydrochloric acid with care not to allow the pH below 6. 300 ml of dichloromethane was added th... Reactants: OC(C(=O)O)(CC1=NC=CC=C1)P(=O)(O)O (2-hydroxy-2-phosphono-3-(2-pyridinyl)propanoic acid). Reagents/catalysts: [Pd] (palladium on charcoal). Solvent: O (water). Run at time 2 day. Yields the product OC(C(=O)O)(CC1NCCCC1)P(=O)(O)O (2-hydroxy-3-(2-piperidinyl)-2-phosphonopropanoic acid). Reaction SMILES: [OH:1][C:2]([P:13]([OH:16])([OH:15])=[O:14])([CH2:6][C:7]1[CH:12]=[CH:11][CH:10]=[CH:9][N:8]=1)[C:3]([OH:5])=[O:4]>[Pd].O>[OH:1][C:2]([P:13]([OH:15])([OH:16])=[O:14])([CH2:6][CH:7]1[CH2:12][CH2:11][CH2:10][CH2:9][NH:8]1)[C:3]([OH:5])=[O:4]. Procedure: A mixture of 1 g of 2-hydroxy-2-phosphono-3-(2-pyridinyl)propanoic acid and 0.5 g of palladium on charcoal catalyst in 50 ml of distilled water is hydrogenated on a Parr apparatus at 40 PSI for about 2 days. The catalyst is removed by filtration, and the filtrate is concentrated to a few mls. Ethanol is added slowly to precipitate a solid, which is recrystallized from water/ethanol to afford 2-hydroxy-3-(2-piperidinyl)-2-phosphonopropanoic acid. Reactants: ClC=1C=C(C(=O)OC)C=C(C1OC)I (Methyl 3-chloro-5-iodo-4-methoxybenzoate), O.[OH-].[Li+] (lithium hydroxide monohydrate). Solvent: O1CCCC1 (tetrahydrofuran), O (water). Run at time 19 hour. The product is ClC=1C=C(C(=O)O)C=C(C1OC)I (3-chloro-5-iodo-4-methoxybenzoic acid). The yield is 96.7%. RXN SMILES: [Cl:1][C:2]1[CH:3]=[C:4]([CH:9]=[C:10]([I:14])[C:11]=1[O:12][CH3:13])[C:5]([O:7]C)=[O:6].O.[OH-].[Li+]>O1CCCC1.O>[Cl:1][C:2]1[CH:3]=[C:4]([CH:9]=[C:10]([I:14])[C:11]=1[O:12][CH3:13])[C:5]([OH:7])=[O:6] |f:1.2.3|. Procedure: Methyl 3-chloro-5-iodo-4-methoxybenzoate (2.96 g) was dissolved in tetrahydrofuran (23 mL) and water (7 mL), and lithium hydroxide monohydrate (1.52 g) was added to the solution, and then the mixture was stirred at room temperature for 19 hours. After the organic solvent was distilled off, the mixture was acidified with 1N hydrochloric acid and extracted with ethyl acetate. The organic layer was washed with saturated brine, and then dried over anhydrous sodium sulfate. The solvent was distilled ... Reactants: CC(C)n1c(N2CCN(C)CC2)nc2cc(Cl)c([N+](=O)[O-])cc21, Cl, N, [Zn]. Product: CC(C)n1c(N2CCN(C)CC2)nc2cc(Cl)c(N)cc21. As a reaction SMILES: [Cl:1][c:2]1[cH:3][c:4]2[c:5]([n:6]([CH:16]([CH3:17])[CH3:18])[c:7]([N:9]3[CH2:10][CH2:11][N:12]([CH3:15])[CH2:13][CH2:14]3)[n:8]2)[cH:19][c:20]1[N+:21]([O-:22])=[O:23].[ClH:25].[NH3:24].[Zn:26]>>[Cl:1][c:2]1[cH:3][c:4]2[c:5]([n:6]([CH:16]([CH3:17])[CH3:18])[c:7]([N:9]3[CH2:10][CH2:11][N:12]([CH3:15])[CH2:13][CH2:14]3)[n:8]2)[cH:19][c:20]1[NH2:21]. The reactants are C(C)(C)(C)OC(NC1=C(C(=CC=C1)Cl)C)=O ((3-Chloro-2-methyl-phenyl)-carbamic acid tert-butyl ester), C(C)(CC)[Li] (s-butyl lithium), CON(C(C)=O)C (N-methoxy N-methylacetamide). Run in O1CCCC1 (tetrahydrofuran), O1CCCC1 (tetrahydrofuran). Run at temperature -10 celsius. The product is C(C)(C)(C)OC(NC1=C(C(=CC=C1)Cl)CC(C)=O)=O ([3-Chloro-2-(2-oxo-propyl)-phenyl]-carbamic acid tert-butyl ester). The yield is 88.7%. Reaction SMILES: [C:1]([O:5][C:6](=[O:16])[NH:7][C:8]1[CH:13]=[CH:12][CH:11]=[C:10]([Cl:14])[C:9]=1[CH3:15])([CH3:4])([CH3:3])[CH3:2].C([Li])(CC)C.CON(C)[C:25](=[O:27])[CH3:26]>O1CCCC1>[C:1]([O:5][C:6](=[O:16])[NH:7][C:8]1[CH:13]=[CH:12][CH:11]=[C:10]([Cl:14])[C:9]=1[CH2:15][C:25](=[O:27])[CH3:26])([CH3:4])([CH3:3])[CH3:2]. Procedure details: To a cold solution of (3-Chloro-2-methyl-phenyl)-carbamic acid tert-butyl ester (5.0 g, 20.7 mmol) in anhydrous tetrahydrofuran (100 ml) at −40° C. under N2, was added a solution of s-butyl lithium (40 ml, 52 mmol, 1.3 M in cyclohexane) dropwise and maintained the reaction temperature below −30° C. To the bright yellow solution at −50° C. was added a solution of N-methoxy N-methylacetamide (2.33 g, 22.6 mmol) in anhydrous tetrahydrofuran (40 ml) dropwise and maintained the reaction temperature b...